The task is: describe an organic reaction: reactants, conditions, products, and yield. This data is from the Open Reaction Database (ORD), a public repository of structured organic reaction records. Reaction SMILES: [CH3:1][O:2][C:3]([c:4]1[c:5]([O:18][CH2:19][c:20]2[cH:21][cH:22][cH:23][cH:24][cH:25]2)[c:6]([O:10][CH2:11][c:12]2[cH:13][cH:14][cH:15][cH:16][cH:17]2)[cH:7][cH:8][cH:9]1)=[O:26].[N:27]#[N:28]>>[N:27]#[N:28].[O:2]=[C:3]([c:4]1[c:5]([O:18][CH2:19][c:20]2[cH:21][cH:22][cH:23][cH:24][cH:25]2)[c:6]([O:10][CH2:11][c:12]2[cH:13][cH:14][cH:15][cH:16][cH:17]2)[cH:7][cH:8][cH:9]1)[OH:26]. Product: N#N, O=C(O)c1cccc(OCc2ccccc2)c1OCc1ccccc1. Reactants: COC(=O)c1cccc(OCc2ccccc2)c1OCc1ccccc1, N#N.